Dataset: the Open Reaction Database (ORD), a public repository of structured organic reaction records. Task: describe an organic reaction: reactants, conditions, products, and yield Reactants: CCCCc1ccc(CN(CCCCCCOS(C)(=O)=O)C(=O)Nc2ccc(Cl)cc2C)cc1, CS(C)=O, [Cl-], [K+], O. Product: CCCCc1ccc(CN(CCCCCCCl)C(=O)Nc2ccc(Cl)cc2C)cc1. RXN SMILES: [CH2:1]([CH2:2][CH2:3][CH3:4])[c:5]1[cH:6][cH:7][c:8]([CH2:11][N:12]([C:13](=[O:14])[NH:15][c:16]2[c:17]([CH3:23])[cH:18][c:19]([Cl:22])[cH:20][cH:21]2)[CH2:24][CH2:25][CH2:26][CH2:27][CH2:28][CH2:29][O:30][S:31]([CH3:32])(=[O:33])=[O:34])[cH:9][cH:10]1.[CH3:37][S:38](=[O:39])[CH3:40].[Cl-:35].[K+:36].[OH2:41]>>[CH2:1]([CH2:2][CH2:3][CH3:4])[c:5]1[cH:6][cH:7][c:8]([CH2:11][N:12]([C:13](=[O:14])[NH:15][c:16]2[c:17]([CH3:23])[cH:18][c:19]([Cl:22])[cH:20][cH:21]2)[CH2:24][CH2:25][CH2:26][CH2:27][CH2:28][CH2:29][Cl:35])[cH:9][cH:10]1. The reactants are C(C)(=O)[O-].[Na+] (Sodium acetate), C1(CC1)C(C(C(=O)C1=C(C(=C(C=C1)S(=O)(=O)C)OCCOC)Br)=COCC)=O (3-cyclopropyl-2-ethoxymethylene-1-[2-bromo-3-(2-methoxyethoxy)-4-methylsulphonylphenyl]propan-1,3-dione), Cl.NO (hydroxylamine hydrochloride). Run in C(C)O (ethanol). Run at time 8 hour. Product: BrC1=C(C(=O)C=2C=NOC2C2CC2)C=CC(=C1OCCOC)S(=O)(=O)C (4-[2-bromo-3-(2-methoxyethoxy) 4-methylsulphonylbenzoyl]-5-cyclopropylisoxazole). Yield: 41.5%. As a reaction SMILES: C([O-])(=O)C.[Na+].[CH:6]1([C:9](=[O:33])[C:10](=[CH:29]OCC)[C:11]([C:13]2[CH:18]=[CH:17][C:16]([S:19]([CH3:22])(=[O:21])=[O:20])=[C:15]([O:23][CH2:24][CH2:25][O:26][CH3:27])[C:14]=2[Br:28])=[O:12])[CH2:8][CH2:7]1.Cl.[NH2:35]O>C(O)C>[Br:28][C:14]1[C:15]([O:23][CH2:24][CH2:25][O:26][CH3:27])=[C:16]([S:19]([CH3:22])(=[O:21])=[O:20])[CH:17]=[CH:18][C:13]=1[C:11]([C:10]1[CH:29]=[N:35][O:33][C:9]=1[CH:6]1[CH2:8][CH2:7]1)=[O:12] |f:0.1,3.4|. Procedure details: Sodium acetate (1.65 g) was added to a stirred mixture of 3-cyclopropyl-2-ethoxymethylene-1-[2-bromo-3-(2-methoxyethoxy)-4-methylsulphonylphenyl]propan-1,3-dione (8.5 g) and hydroxylamine hydrochloride (1.77 g) in ethanol. The mixture was stirred at room temperature overnight and then evaporated to dryness. The residue was dissolved in ethyl acetate and washed with water, dried (anhydrous magnesium sulphate) and filtered. The filtrate was evaporated to dryness. The residue was chromatographed on... As a reaction SMILES: [C:1]([CH3:2])([CH3:3])([CH3:4])[O:5][C:6](=[O:7])[N:8]1[CH2:9][CH2:10][CH:11]([C:14]#[N:15])[CH2:12][CH2:13]1.[CH3:26][CH2:27][OH:28].[ClH:22].[K+:16].[K+:17].[NH2:23][OH:24].[O-:18][C:19]([O-:20])=[O:21].[OH2:25]>>[C:1]([CH3:2])([CH3:3])([CH3:4])[O:5][C:6](=[O:7])[N:8]1[CH2:9][CH2:10][CH:11]([C:14](=[NH:15])[NH:23][OH:24])[CH2:12][CH2:13]1. The reactants are CC(C)(C)OC(=O)N1CCC(C#N)CC1, CCO, Cl, [K+], [K+], NO, O=C([O-])[O-], O. Product: CC(C)(C)OC(=O)N1CCC(C(=N)NO)CC1. Reactants: OC(C=C)CCCC(CCCC(C)OC(C)(C)C)O (3,7-dihydroxy-11-(t-butoxy)-dodec-1-ene). The reagents and catalysts are [O-2].[O-2].[Mn+4] (manganese dioxide). Run in C1=CC=CC=C1 (benzene). Conditions: time 2 hour. The product is OC(CCCC(C=C)=O)CCCC(C)OC(C)(C)C (7-hydroxy-11-(t-butoxy)-dodec-1-en-3-one). RXN SMILES: [OH:1][CH:2]([CH2:5][CH2:6][CH2:7][CH:8]([OH:19])[CH2:9][CH2:10][CH2:11][CH:12]([O:14][C:15]([CH3:18])([CH3:17])[CH3:16])[CH3:13])[CH:3]=[CH2:4]>C1C=CC=CC=1.[O-2].[O-2].[Mn+4]>[OH:19][CH:8]([CH2:9][CH2:10][CH2:11][CH:12]([O:14][C:15]([CH3:16])([CH3:18])[CH3:17])[CH3:13])[CH2:7][CH2:6][CH2:5][C:2](=[O:1])[CH:3]=[CH2:4] |f:2.3.4|. Reported procedure: Crude 3,7-dihydroxy-11-(t-butoxy)-dodec-1-ene (5.8 g., prepared as described above) was dissolved in benzene (200 ml.) and the reaction mixture was then stirred for 2 hours at 25° after addition of activated manganese dioxide (58 g.). Filtration and evaporation of the filtrate at 30° in vacuo afforded crude 7-hydroxy-11-(t-butoxy)-dodec-1-en-3-one. Reactants: C(C1=CC=CC=C1)(=O)CC(C(=O)O)O (3-benzoyl-2-hydroxy-propionic acid), N(N)CC(CC)O (1-hydrazino-2-butanol). Solvent: C(CCC)O (n-butanol). Run at temperature 120 celsius. Product: OC1C(N(N=C(C1)C1=CC=CC=C1)CC(CC)O)=O (4,5-dihydro-4-hydroxy-2-(2-hydroxybutyl)-6-phenylpyridazin-3(2H)-one). RXN SMILES: [C:1]([CH2:9][CH:10]([OH:14])[C:11]([OH:13])=O)(=O)[C:2]1[CH:7]=[CH:6][CH:5]=[CH:4][CH:3]=1.[NH:15]([CH2:17][CH:18]([OH:21])[CH2:19][CH3:20])[NH2:16]>C(O)CCC>[OH:14][CH:10]1[CH2:9][C:1]([C:2]2[CH:3]=[CH:4][CH:5]=[CH:6][CH:7]=2)=[N:16][N:15]([CH2:17][CH:18]([OH:21])[CH2:19][CH3:20])[C:11]1=[O:13]. Procedure details: A mixture of 3.5 grams (18 mmol) of 3-benzoyl-2-hydroxy-propionic acid and 1.9 grams (18 mmol) of 1-hydrazino-2-butanol in 40 ml of n-butanol is refluxed under nitrogen at 120° C. for 18 hours. After evaporation of the solvent, the product is partitioned between ether and water. The ether layer is washed with aqueous sodium bicarbonate and brine, dried over magnesium sulfate, and evaporated. The resulting residue is dissolved in 2% ethanol-chloroform and filtered through 200 grams of silica gel ...